This data is from the Open Reaction Database (ORD), a public repository of structured organic reaction records. The task is: describe an organic reaction: reactants, conditions, products, and yield Reactants: [Br-], CN(c1ccccc1)c1ccc2c(C=Cc3ccccc3)nn(COCC[Si](C)(C)C)c2c1, CCOC(C)=O, CCCCCC, CC[Si](CC)(CC)CCOCn1nc(C=Cc2ccccc2)c2ccc(I)cc21, [K+]. Product: CN(c1ccccc1)c1ccc2c(C=Cc3ccccc3)n[nH]c2c1. Reaction SMILES: [Br-:63].[CH3:30][N:31]([c:32]1[cH:33][cH:34][c:35]2[c:36]([CH:49]=[CH:50][c:51]3[cH:52][cH:53][cH:54][cH:55][cH:56]3)[n:37][n:38]([CH2:41][O:42][CH2:43][CH2:44][Si:45]([CH3:46])([CH3:47])[CH3:48])[c:39]2[cH:40]1)[c:57]1[cH:58][cH:59][cH:60][cH:61][cH:62]1.[CH3:65][CH2:66][O:67][C:68]([CH3:69])=[O:70].[CH3:71][CH2:72][CH2:73][CH2:74][CH2:75][CH3:76].[I:1][c:2]1[cH:3][c:4]2[c:5]([c:6]([CH:7]=[CH:8][c:9]3[cH:10][cH:11][cH:12][cH:13][cH:14]3)[n:15][n:16]2[CH2:17][O:18][CH2:19][CH2:20][Si:21]([CH2:22][CH3:23])([CH2:24][CH3:25])[CH2:26][CH3:27])[cH:28][cH:29]1.[K+:64]>>[CH3:30][N:31]([c:32]1[cH:33][cH:34][c:35]2[c:36]([CH:49]=[CH:50][c:51]3[cH:52][cH:53][cH:54][cH:55][cH:56]3)[n:37][nH:38][c:39]2[cH:40]1)[c:57]1[cH:58][cH:59][cH:60][cH:61][cH:62]1.